From a dataset of the Open Reaction Database (ORD), a public repository of structured organic reaction records. describe an organic reaction: reactants, conditions, products, and yield The reactants are CC(C)C(C)Oc1cccc2[nH]c(C(=O)O)cc12, Cl, Cl, Cl, NC1CCN(CCN2CCCCCC2)CC1. The product is CC(C)C(C)Oc1cccc2[nH]c(C(=O)NC3CCN(CCN4CCCCCC4)CC3)cc12. RXN SMILES: [CH3:1][CH:2]([CH:3]([CH3:4])[CH3:5])[O:6][c:7]1[c:8]2[cH:9][c:10]([C:16](=[O:17])[OH:18])[nH:11][c:12]2[cH:13][cH:14][cH:15]1.[ClH:19].[ClH:20].[ClH:21].[N:22]1([CH2:29][CH2:30][N:31]2[CH2:32][CH2:33][CH:34]([NH2:37])[CH2:35][CH2:36]2)[CH2:23][CH2:24][CH2:25][CH2:26][CH2:27][CH2:28]1>>[CH3:1][CH:2]([CH:3]([CH3:4])[CH3:5])[O:6][c:7]1[c:8]2[cH:9][c:10]([C:16](=[O:18])[NH:37][CH:34]3[CH2:33][CH2:32][N:31]([CH2:30][CH2:29][N:22]4[CH2:23][CH2:24][CH2:25][CH2:26][CH2:27][CH2:28]4)[CH2:36][CH2:35]3)[nH:11][c:12]2[cH:13][cH:14][cH:15]1. Starting materials: C(C)(C)(C)OC(=O)NCCCN (N-tert-butoxycarbonyl-1,3-propanediamine), COC1=NCCCCC1 (2-methoxy-4,5,6,7-tetrahydro-3H-azepine). Solvent: C(C)O (ethanol), C(C)O (ethanol). Reaction conditions: time 8 hour. Yields the product N1=C(CCCCC1)CCNC(OC(C)(C)C)=O (tert-Butyl 2-(4,5,6,7-tetrahydro-3H-azepin-2-yl)ethylcarbamate). RXN SMILES: [C:1]([O:5][C:6]([NH:8][CH2:9][CH2:10][CH2:11][NH2:12])=[O:7])([CH3:4])([CH3:3])[CH3:2].COC1[CH2:21][CH2:20][CH2:19][CH2:18][CH2:17]N=1>C(O)C>[N:12]1[CH2:21][CH2:20][CH2:19][CH2:18][CH2:17][C:11]=1[CH2:10][CH2:9][NH:8][C:6](=[O:7])[O:5][C:1]([CH3:4])([CH3:3])[CH3:2]. Reported procedure: A solution of N-tert-butoxycarbonyl-1,3-propanediamine (2 g; 11.48 mmol), described in Step a of Preparation A, in 1 ml of ethanol is added to a solution of 2-methoxy-4,5,6,7-tetrahydro-3H-azepine (1.46 g; 11.48 mmol; 1.7 ml) in 4 ml of absolute ethanol. After stirring for 8 hours at ambient temperature, the reaction mixture is concentrated to yield the expected product.